Dataset: the Open Reaction Database (ORD), a public repository of structured organic reaction records. Task: describe an organic reaction: reactants, conditions, products, and yield The reactants are S1C=NC(=C1)CN1N=CC2=CC(=CC=C12)NC1=NC=NC2=CC=CC(=C12)O[C@H](C(=O)O)C ((2S)-2-[(4-{[1-(1,3-thiazol-4-ylmethyl)-1H-indazol-5-yl]amino}quinazolin-5-yl)oxy]propanoic acid), N1CCOCC1 (morpholine). Yields the product C[C@@H](C(=O)N1CCOCC1)OC1=C2C(=NC=NC2=CC=C1)NC=1C=C2C=NN(C2=CC1)CC=1N=CSC1 (5-[(1S)-1-methyl-2-morpholin-4-yl-2-oxoethoxy]-N-[1-(1,3-thiazol-4-ylmethyl)-1H-indazol-5-yl]quinazolin-4-amine). Isolated yield 55.0%. As a reaction SMILES: [S:1]1[CH:5]=[C:4]([CH2:6][N:7]2[C:15]3[C:10](=[CH:11][C:12]([NH:16][C:17]4[C:26]5[C:21](=[CH:22][CH:23]=[CH:24][C:25]=5[O:27][C@@H:28]([CH3:32])[C:29]([OH:31])=O)[N:20]=[CH:19][N:18]=4)=[CH:13][CH:14]=3)[CH:9]=[N:8]2)[N:3]=[CH:2]1.[NH:33]1[CH2:38][CH2:37][O:36][CH2:35][CH2:34]1>>[CH3:32][C@H:28]([O:27][C:25]1[CH:24]=[CH:23][CH:22]=[C:21]2[C:26]=1[C:17]([NH:16][C:12]1[CH:11]=[C:10]3[C:15](=[CH:14][CH:13]=1)[N:7]([CH2:6][C:4]1[N:3]=[CH:2][S:1][CH:5]=1)[N:8]=[CH:9]3)=[N:18][CH:19]=[N:20]2)[C:29]([N:33]1[CH2:38][CH2:37][O:36][CH2:35][CH2:34]1)=[O:31]. Procedure: Using the same procedure as in Example 44, (2S)-2-[(4-{[1-(1,3-thiazol-4-ylmethyl)-1H-indazol-5-yl]amino}quinazolin-5-yl)oxy]propanoic acid (250 mg, 0.56 mmol) was reacted with morpholine to give the title compound as a white solid (160 mg, 55%); NMR Spectrum 1.58 (d, 3H), 3.70-3.40 (m, 8H), 5.79 (s, 2H), 5.88 (q, 1H), 7.29 (d, 1H), 7.35 (s, 1H), 7.51 (s, 1H), 7.75 (m, 2H), 7.84 (m, 1H), 8.10 (s, 1H), 8.51 (s, 2H), 9.04 (s, 1H), 11.12 (br s, 1H); Mass spectrum MH+ 516.